Dataset: the Open Reaction Database (ORD), a public repository of structured organic reaction records. Task: describe an organic reaction: reactants, conditions, products, and yield Starting materials: [Rh] (rhodium), C(C)(=O)O (acetic acid). Run in C(C)O (ethanol). The product is CC(=O)[O-].CC(=O)[O-].CC(=O)[O-].CC(=O)[O-].[Rh+2].[Rh+2] (Rhodium(II) Acetate Dimer). RXN SMILES: [Rh:1].[C:2]([OH:5])(=[O:4])[CH3:3]>C(O)C>[CH3:3][C:2]([O-:5])=[O:4].[CH3:3][C:2]([O-:5])=[O:4].[CH3:3][C:2]([O-:5])=[O:4].[CH3:3][C:2]([O-:5])=[O:4].[Rh+2:1].[Rh+2:1] |f:3.4.5.6.7.8|. Reported procedure: A mixture of 1.72 g. of rhodium hydrous oxide (Rh[OH]3.H2O), 6 ml. of glacial acetic acid and 15 ml. of ethanol is heated under reflux for 24 hours. The reaction mixture is cooled, and the volatile components are removed by evaporation in vacuo to give the crude product. The crude product is purified by dissolving it in acetone, allowing the solvent to evaporate slowly and then filtering off the solid which precipitates. The reactants are Cc1ccccc1, NC(N)=S, COc1ccc(C(=O)C(=Cc2ccccc2)C(=O)OC(C)(C)C)c(O)c1, Cc1ccc(S(=O)(=O)O)cc1. The product is COc1ccc2c(c1)OC(c1ccccc1)CC2=O. Reaction SMILES: [CH3:42][c:43]1[cH:44][cH:45][cH:46][cH:47][cH:48]1.[NH2:38][C:39](=[S:40])[NH2:41].[OH:1][c:2]1[c:3]([C:10](=[O:11])[C:12]([C:13]([O:14][C:15]([CH3:16])([CH3:17])[CH3:18])=[O:19])=[CH:20][c:21]2[cH:22][cH:23][cH:24][cH:25][cH:26]2)[cH:4][cH:5][c:6]([O:8][CH3:9])[cH:7]1.[c:27]1([CH3:28])[cH:29][cH:30][c:31]([S:32]([OH:33])(=[O:34])=[O:35])[cH:36][cH:37]1>>[O:1]1[c:2]2[c:3]([cH:4][cH:5][c:6]([O:8][CH3:9])[cH:7]2)[C:10](=[O:11])[CH2:12][CH:20]1[c:21]1[cH:22][cH:23][cH:24][cH:25][cH:26]1. Reactants: CO, CCOC(=O)Cc1cccc([N+](=O)[O-])c1. Yields the product CCOC(=O)Cc1cccc(N)c1. RXN SMILES: [CH3:16][OH:17].[N+:1]([O-:2])(=[O:3])[c:4]1[cH:5][c:6]([CH2:10][C:11](=[O:12])[O:13][CH2:14][CH3:15])[cH:7][cH:8][cH:9]1>>[NH2:1][c:4]1[cH:5][c:6]([CH2:10][C:11](=[O:12])[O:13][CH2:14][CH3:15])[cH:7][cH:8][cH:9]1. Starting materials: O=S1(=O)N(CCBr)c2ccccc2N1c1ccccc1, CC1CNCC(C)N1, CCO. Product: CC1CN(CCN2c3ccccc3N(c3ccccc3)S2(=O)=O)CC(C)N1. As a reaction SMILES: [Br:1][CH2:2][CH2:3][N:4]1[S:5](=[O:19])(=[O:20])[N:6]([c:13]2[cH:14][cH:15][cH:16][cH:17][cH:18]2)[c:7]2[c:8]1[cH:9][cH:10][cH:11][cH:12]2.[CH3:21][CH:22]1[NH:23][CH:24]([CH3:28])[CH2:25][NH:26][CH2:27]1.[CH3:29][CH2:30][OH:31]>>[CH2:2]([CH2:3][N:4]1[S:5](=[O:19])(=[O:20])[N:6]([c:13]2[cH:14][cH:15][cH:16][cH:17][cH:18]2)[c:7]2[c:8]1[cH:9][cH:10][cH:11][cH:12]2)[N:26]1[CH2:25][CH:24]([CH3:28])[NH:23][CH:22]([CH3:21])[CH2:27]1. Starting materials: C(CCCCCCCCCCCCCCC)(=O)OC (methyl palmitate), OCCOCCNCCCCCCCCCCCCCCCC (N-(2-hydroxyethoxy)ethyl-n-hexadecylamine), C([O-])([O-])=O.[Na+].[Na+] (sodium carbonate). Run in C(Cl)(Cl)Cl (chloroform). Conditions: temperature 120 celsius, time 3 hour. The product is C(CCCCCCCCCCCCCCC)N(C(CCCCCCCCCCCCCCC)=O)CCOCCO (N-hexadecyl-N-(2-hydroxyethoxy)ethyl hexadecanamide). The yield is 81.6%. Reaction SMILES: [C:1]([O:18]C)(=O)[CH2:2][CH2:3][CH2:4][CH2:5][CH2:6][CH2:7][CH2:8][CH2:9][CH2:10][CH2:11][CH2:12][CH2:13][CH2:14][CH2:15][CH3:16].[OH:20][CH2:21][CH2:22][O:23][CH2:24][CH2:25][NH:26][CH2:27][CH2:28][CH2:29][CH2:30][CH2:31][CH2:32][CH2:33][CH2:34][CH2:35][CH2:36][CH2:37][CH2:38][CH2:39][CH2:40][CH2:41][CH3:42].C(=O)([O-])[O-].[Na+].[Na+]>C(Cl)(Cl)Cl>[CH2:27]([N:26]([CH2:25][CH2:24][O:23][CH2:22][CH2:21][OH:20])[C:1](=[O:18])[CH2:2][CH2:3][CH2:4][CH2:5][CH2:6][CH2:7][CH2:8][CH2:9][CH2:10][CH2:11][CH2:12][CH2:13][CH2:14][CH2:15][CH3:16])[CH2:28][CH2:29][CH2:30][CH2:31][CH2:32][CH2:33][CH2:34][CH2:35][CH2:36][CH2:37][CH2:38][CH2:39][CH2:40][CH2:41][CH3:42] |f:2.3.4|. Procedure details: Into a 250 ml-flask equipped with reflux condenser, were introduced 14.3 g of methyl palmitate and 16.5 g of N-(2-hydroxyethoxy)ethyl-n-hexadecyl amine prepared in Example 1, and thereto was added 2.6 g of sodium carbonate. Then, the mixture was stirred violently for 3 hours at 120° C. After the termination of the reaction, the mixture was cooled to a room temperature and 100 ml of chloroform was added thereto to be dissolved. The precipitates were removed and the solvent was evaporated off unde... Reactants: C(C)OCC(=O)Cl (ethoxyacetyl chloride), NC=1C=NC2=CC=CC=C2C1NCC1(CCCCC1)C(=O)OCC (ethyl 1-{[(3-aminoquinolin-4-yl)amino]methyl}cyclohexanecarboxylate). Run in C(C)#N (acetonitrile), C(C)#N (acetonitrile). Reaction conditions: time 5 hour. Yields the product Cl.C(C)OCC(=O)NC=1C=NC2=CC=CC=C2C1NCC1(CCCCC1)C(=O)OCC (ethyl 1-[({3-[(ethoxyacetyl)amino]quinolin-4-yl}amino)methyl]cyclohexanecarboxylate hydrochloride). The yield is 77.2%. Reaction SMILES: [CH2:1]([O:3][CH2:4][C:5]([Cl:7])=[O:6])[CH3:2].[NH2:8][C:9]1[CH:10]=[N:11][C:12]2[C:17]([C:18]=1[NH:19][CH2:20][C:21]1([C:27]([O:29][CH2:30][CH3:31])=[O:28])[CH2:26][CH2:25][CH2:24][CH2:23][CH2:22]1)=[CH:16][CH:15]=[CH:14][CH:13]=2>C(#N)C>[ClH:7].[CH2:1]([O:3][CH2:4][C:5]([NH:8][C:9]1[CH:10]=[N:11][C:12]2[C:17]([C:18]=1[NH:19][CH2:20][C:21]1([C:27]([O:29][CH2:30][CH3:31])=[O:28])[CH2:26][CH2:25][CH2:24][CH2:23][CH2:22]1)=[CH:16][CH:15]=[CH:14][CH:13]=2)=[O:6])[CH3:2] |f:3.4|. Reported procedure: A solution of ethoxyacetyl chloride (3.95 g, 32.3 mmol) in acetonitrile (10 mL) was added to a solution of ethyl 1-{[(3-aminoquinolin-4-yl)amino]methyl}cyclohexanecarboxylate (9.60 g, 29.3 mmol) in acetonitrile (200 mL), and the resulting mixture was stirred for five hours at ambient temperature. A precipitate was present and was isolated by filtration, washed with cold acetonitrile, and dried overnight under vacuum to provide 10.18 g of ethyl 1-[({3-[(ethoxyacetyl)amino]quinolin-4-yl}amino)meth...